This data is from the Open Reaction Database (ORD), a public repository of structured organic reaction records. The task is: describe an organic reaction: reactants, conditions, products, and yield Starting materials: [BH4-], O=C([O-])O, CO, O=C1CC2CC(=O)CC(C1)C2, [Na+], [Na+]. The product is OC12CC3CC(CC(C3)O1)C2. Reaction SMILES: [BH4-:12].[C:14](=[O:15])([OH:16])[O-:17].[CH3:19][OH:20].[CH:1]12[CH2:2][C:3](=[O:11])[CH2:4][CH:5]([CH2:6][C:7](=[O:9])[CH2:8]1)[CH2:10]2.[Na+:13].[Na+:18]>>[CH:1]12[CH2:2][CH:3]3[CH2:4][CH:5]([CH2:6][C:7]([OH:9])([CH2:8]1)[O:11]3)[CH2:10]2.